This data is from the Open Reaction Database (ORD), a public repository of structured organic reaction records. The task is: describe an organic reaction: reactants, conditions, products, and yield Reactants: O=C([O-])O, C=C1OC(c2ccc(Cl)c(Cc3ccc(OCC)cc3)c2)C(OCc2ccccc2)C(OCc2ccccc2)C1OCc1ccccc1, CCCCCC, CCOCC, CC[Zn]CC, ICI, [Na+], O. Yields the product CCOc1ccc(Cc2cc(C3OC4(CC4)C(OCc4ccccc4)C(OCc4ccccc4)C3OCc3ccccc3)ccc2Cl)cc1. Reaction SMILES: [C:69](=[O:70])([OH:71])[O-:72].[CH2:1]([c:2]1[cH:3][cH:4][cH:5][cH:6][cH:7]1)[O:8][CH:9]1[CH:10]([c:32]2[cH:33][c:34]([CH2:39][c:40]3[cH:41][cH:42][c:43]([O:46][CH2:47][CH3:48])[cH:44][cH:45]3)[c:35]([Cl:38])[cH:36][cH:37]2)[O:11][C:12](=[CH2:31])[CH:13]([O:23][CH2:24][c:25]2[cH:26][cH:27][cH:28][cH:29][cH:30]2)[CH:14]1[O:15][CH2:16][c:17]1[cH:18][cH:19][cH:20][cH:21][cH:22]1.[CH3:49][CH2:50][CH2:51][CH2:52][CH2:53][CH3:54].[CH3:58][CH2:59][O:60][CH2:61][CH3:62].[CH3:63][CH2:64][Zn:65][CH2:66][CH3:67].[I:55][CH2:56][I:57].[Na+:73].[OH2:68]>>[CH2:1]([c:2]1[cH:3][cH:4][cH:5][cH:6][cH:7]1)[O:8][CH:9]1[CH:10]([c:32]2[cH:33][c:34]([CH2:39][c:40]3[cH:41][cH:42][c:43]([O:46][CH2:47][CH3:48])[cH:44][cH:45]3)[c:35]([Cl:38])[cH:36][cH:37]2)[O:11][C:12]2([CH:13]([O:23][CH2:24][c:25]3[cH:26][cH:27][cH:28][cH:29][cH:30]3)[CH:14]1[O:15][CH2:16][c:17]1[cH:18][cH:19][cH:20][cH:21][cH:22]1)[CH2:31][CH2:49]2. Starting materials: O=C([O-])[O-], COc1cc2c(Cl)ncnc2cc1OCCCN1CCN(C)CC1, Oc1cc2cc[nH]c2cc1F, [K+], [K+], CN(C)C=O, O. The product is COc1cc2c(Oc3cc4cc[nH]c4cc3F)ncnc2cc1OCCCN1CCN(C)CC1. Reaction SMILES: [C:36](=[O:37])([O-:38])[O-:39].[Cl:1][c:2]1[n:3][cH:4][n:5][c:6]2[cH:7][c:8]([O:14][CH2:15][CH2:16][CH2:17][N:18]3[CH2:19][CH2:20][N:21]([CH3:24])[CH2:22][CH2:23]3)[c:9]([O:12][CH3:13])[cH:10][c:11]12.[F:25][c:26]1[c:27]([OH:35])[cH:28][c:29]2[cH:30][cH:31][nH:32][c:33]2[cH:34]1.[K+:40].[K+:41].[O:42]=[CH:43][N:44]([CH3:45])[CH3:46].[OH2:47]>>[c:2]1([O:35][c:27]2[c:26]([F:25])[cH:34][c:33]3[c:29]([cH:28]2)[cH:30][cH:31][nH:32]3)[n:3][cH:4][n:5][c:6]2[cH:7][c:8]([O:14][CH2:15][CH2:16][CH2:17][N:18]3[CH2:19][CH2:20][N:21]([CH3:24])[CH2:22][CH2:23]3)[c:9]([O:12][CH3:13])[cH:10][c:11]12. The reactants are CN(C)c1ccccn1, CC(=O)OC(C)=O, Cl, CC(C)OC(=O)CCC(C(=O)OC(C)C)C(O)c1ccccc1, c1ccncc1. Yields the product CC(=O)OC(c1ccccc1)C(CCC(=O)OC(C)C)C(=O)OC(C)C. Reaction SMILES: [CH3:1][N:2]([c:3]1[cH:4][cH:5][cH:6][cH:7][n:8]1)[CH3:9].[CH3:33][C:34](=[O:35])[O:36][C:37](=[O:38])[CH3:39].[ClH:40].[OH:10][CH:11]([CH:12]([CH2:13][CH2:14][C:15](=[O:16])[O:17][CH:18]([CH3:19])[CH3:20])[C:21](=[O:22])[O:23][CH:24]([CH3:25])[CH3:26])[c:27]1[cH:28][cH:29][cH:30][cH:31][cH:32]1.[cH:41]1[cH:42][cH:43][n:44][cH:45][cH:46]1>>[O:10]([CH:11]([CH:12]([CH2:13][CH2:14][C:15](=[O:16])[O:17][CH:18]([CH3:19])[CH3:20])[C:21](=[O:22])[O:23][CH:24]([CH3:25])[CH3:26])[c:27]1[cH:28][cH:29][cH:30][cH:31][cH:32]1)[C:34]([CH3:33])=[O:35]. Yields the product CCCCCc1ccc(Br)cc1. Reactants: [Br-], CCCCCc1ccc(N)cc1, [Cu], O=N[O-], [Na+], [Na+], [Na+], [Na+], O, O, O, O, O, O, O, O, O, O, O, O, O, O=S(=O)(O)O, O=S(=O)(O)O, O=S([O-])[O-]. Reaction SMILES: [Br-:33].[CH2:1]([CH2:2][CH2:3][CH2:4][CH3:5])[c:6]1[cH:7][cH:8][c:9]([NH2:10])[cH:11][cH:12]1.[Cu:48].[N:18]([O-:19])=[O:20].[Na+:21].[Na+:32].[Na+:45].[Na+:46].[OH2:22].[OH2:23].[OH2:24].[OH2:25].[OH2:26].[OH2:34].[OH2:35].[OH2:36].[OH2:37].[OH2:38].[OH2:39].[OH2:40].[OH2:47].[S:13](=[O:14])(=[O:15])([OH:16])[OH:17].[S:27]([OH:28])([OH:29])(=[O:30])=[O:31].[S:41]([O-:42])([O-:43])=[O:44]>>[CH2:1]([CH2:2][CH2:3][CH2:4][CH3:5])[c:6]1[cH:7][cH:8][c:9]([Br:33])[cH:11][cH:12]1. Reactants: ClC1=C(N2N=C3C(=C2N=C1C)CN(C3)C(=O)C3=C(C=C(C=C3)F)OC3CCNCC3)C ((6-chloro-5,7-dimethyl-1H,3H-2,4,7a,8-tetraaza-cyclopenta[a]inden-2-yl)-[4-fluoro-2-(piperidin-4-yloxy)-phenyl]-methanone), CC(=O)C (acetone), C(C)(=O)O[BH-](OC(C)=O)OC(C)=O.[Na+] (sodium triacetoxyborohydride). Run in C(Cl)Cl (DCM), C(Cl)Cl (DCM). Yields the product ClC1=C(N2N=C3C(=C2N=C1C)CN(C3)C(=O)C3=C(C=C(C=C3)F)OC3CCN(CC3)C(C)C)C ((6-chloro-5,7-dimethyl-1H,3H-2,4,7a,8-tetraaza-cyclopenta[a]inden-2-yl)-[4-fluoro-2-(1-isopropyl-piperidin-4-yloxy)-phenyl]-methanone). Yield: 56.0%. RXN SMILES: [Cl:1][C:2]1[C:10]([CH3:11])=[N:9][C:8]2[N:4]([N:5]=[C:6]3[CH2:14][N:13]([C:15]([C:17]4[CH:22]=[CH:21][C:20]([F:23])=[CH:19][C:18]=4[O:24][CH:25]4[CH2:30][CH2:29][NH:28][CH2:27][CH2:26]4)=[O:16])[CH2:12][C:7]3=2)[C:3]=1[CH3:31].[CH3:32][C:33]([CH3:35])=O.C(O[BH-](OC(=O)C)OC(=O)C)(=O)C.[Na+]>C(Cl)Cl>[Cl:1][C:2]1[C:10]([CH3:11])=[N:9][C:8]2[N:4]([N:5]=[C:6]3[CH2:14][N:13]([C:15]([C:17]4[CH:22]=[CH:21][C:20]([F:23])=[CH:19][C:18]=4[O:24][CH:25]4[CH2:30][CH2:29][N:28]([CH:33]([CH3:35])[CH3:32])[CH2:27][CH2:26]4)=[O:16])[CH2:12][C:7]3=2)[C:3]=1[CH3:31] |f:2.3|. Reported procedure: A mixture of Example 64 (110 mg; 0.25 mmol; 1 eq.), acetone (109 μL; 1.49 mmol; 6 eq.) and sodium triacetoxyborohydride (210 mg; 0.99 mmol; 4 eq.) in DCM (6 mL) was stirred at room temperature for 60 hours. The reaction mixture was diluted with DCM, washed with sat. aq. NaHCO3, dried over sodium sulfate and concentrated in vacuo. Purification by mass directed preparative HPLC afforded the title compound (68 mg, 56%) as a yellow powder. 1H NMR (CDCl3) δ 7.33 (td, J=8.2, 6.7 Hz, 1H), 6.80-6.63 (m,... Starting materials: COC(=O)C(C)c1cc(Br)c(CBr)cc1OC, CC(C)[N+](=O)[O-], CO, C[O-], [Na+]. The product is COC(=O)C(C)c1cc(Br)c(C=O)cc1OC. As a reaction SMILES: [Br:10][c:11]1[c:12]([CH2:25][Br:26])[cH:13][c:14]([O:23][CH3:24])[c:15]([CH:17]([C:18](=[O:19])[O:20][CH3:21])[CH3:22])[cH:16]1.[CH3:1][CH:2]([N+:3](=[O:4])[O-:5])[CH3:6].[CH3:27][OH:28].[CH3:7][O-:8].[Na+:9]>>[O:5]=[CH:25][c:12]1[c:11]([Br:10])[cH:16][c:15]([CH:17]([C:18](=[O:19])[O:20][CH3:21])[CH3:22])[c:14]([O:23][CH3:24])[cH:13]1. Yield: 101.3%. Procedure details: A solution of ethyl 3-[2-(2-methoxyethyl)-1H-imidazo[4,5-c]quinolin-1-yl]propanoate (4.0 g, 15 mmol), morpholine (13.49 mL, 154.3 mmol), and 2-methyltetrahydrofuran (10 mL) was heated for three days in a high-pressure vessel at 120° C., allowed to cool to ambient temperature, and concentrated under reduced pressure to provide 5.6 g of 2-(2-methoxyethyl)-1-(3-morpholin-4-yl-3-oxopropyl)-1H-imidazo[4,5-c]quinoline. The reactants are COCCC=1N(C2=C(C=NC=3C=CC=CC23)N1)CCC(=O)OCC (ethyl 3-[2-(2-methoxyethyl)-1H-imidazo[4,5-c]quinolin-1-yl]propanoate), N1CCOCC1 (morpholine). Product: COCCC=1N(C2=C(C=NC=3C=CC=CC23)N1)CCC(=O)N1CCOCC1 (2-(2-methoxyethyl)-1-(3-morpholin-4-yl-3-oxopropyl)-1H-imidazo[4,5-c]quinoline). Solvent: CC1OCCC1 (2-methyltetrahydrofuran). As a reaction SMILES: [CH3:1][O:2][CH2:3][CH2:4][C:5]1[N:6]([CH2:18][CH2:19][C:20](OCC)=[O:21])[C:7]2[C:16]3[CH:15]=[CH:14][CH:13]=[CH:12][C:11]=3[N:10]=[CH:9][C:8]=2[N:17]=1.[NH:25]1[CH2:30][CH2:29][O:28][CH2:27][CH2:26]1>CC1CCCO1>[CH3:1][O:2][CH2:3][CH2:4][C:5]1[N:6]([CH2:18][CH2:19][C:20]([N:25]2[CH2:30][CH2:29][O:28][CH2:27][CH2:26]2)=[O:21])[C:7]2[C:16]3[CH:15]=[CH:14][CH:13]=[CH:12][C:11]=3[N:10]=[CH:9][C:8]=2[N:17]=1. The reactants are CO, O=CCc1c(Cl)ncnc1Cl. Yields the product OCCc1c(Cl)ncnc1Cl. Reaction SMILES: [CH3:12][OH:13].[Cl:1][c:2]1[n:3][cH:4][n:5][c:6]([Cl:11])[c:7]1[CH2:8][CH:9]=[O:10]>>[Cl:1][c:2]1[n:3][cH:4][n:5][c:6]([Cl:11])[c:7]1[CH2:8][CH2:9][OH:10].